This data is from the Open Reaction Database (ORD), a public repository of structured organic reaction records. The task is: describe an organic reaction: reactants, conditions, products, and yield The reactants are N1(CCNCC1)C=1C=CC=2N(N1)C(=NN2)C(F)(F)F (6-(piperazin-1-yl)-3-(trifluoromethyl)-[1,2,4]triazolo[4,3-b]pyridazine), CC=1C=C(C=O)C=CC1 (3-methylbenzaldehyde). The product is CC=1C=C(C=CC1)CN1CCN(CC1)C=1C=CC=2N(N1)C(=NN2)C(F)(F)F (6-[4-[(3-methylphenyl)methyl]piperazin-1-yl]-3-(trifluoromethyl)-[1,2,4]triazolo[4,3-b]pyridazine). Reaction SMILES: [N:1]1([C:7]2[CH:8]=[CH:9][C:10]3[N:11]([C:13]([C:16]([F:19])([F:18])[F:17])=[N:14][N:15]=3)[N:12]=2)[CH2:6][CH2:5][NH:4][CH2:3][CH2:2]1.[CH3:20][C:21]1[CH:22]=[C:23]([CH:26]=[CH:27][CH:28]=1)[CH:24]=O>>[CH3:20][C:21]1[CH:22]=[C:23]([CH2:24][N:4]2[CH2:3][CH2:2][N:1]([C:7]3[CH:8]=[CH:9][C:10]4[N:11]([C:13]([C:16]([F:17])([F:18])[F:19])=[N:14][N:15]=4)[N:12]=3)[CH2:6][CH2:5]2)[CH:26]=[CH:27][CH:28]=1. Procedure: Reductive amination of 6-(piperazin-1-yl)-3-(trifluoromethyl)-[1,2,4]triazolo[4,3-b]pyridazine with 3-methylbenzaldehyde was carried out according to General Synthetic Method 5. The crude product was purified by hplc using a Waters XBridge Prep C18 OBD column (5μ silica, 19 mm diameter, 100 mm length) eluted with decreasingly polar mixtures of water (containing 1% aqueous ammonia) and acetonitrile as eluents to give 6-[4-[(3-methylphenyl)methyl]piperazin-1-yl]-3-(trifluoromethyl)-[1,2,4]triazolo... Reactants: Cc1ccccc1, OCc1nc(-c2ccc(Cl)cc2)cs1, O, BrP(Br)Br. Product: Clc1ccc(-c2csc(CBr)n2)cc1. Reaction SMILES: [CH3:20][c:21]1[cH:22][cH:23][cH:24][cH:25][cH:26]1.[Cl:1][c:2]1[cH:3][cH:4][c:5](-[c:8]2[n:9][c:10]([CH2:13][OH:14])[s:11][cH:12]2)[cH:6][cH:7]1.[OH2:19].[P:15]([Br:16])([Br:17])[Br:18]>>[Cl:1][c:2]1[cH:3][cH:4][c:5](-[c:8]2[n:9][c:10]([CH2:13][Br:16])[s:11][cH:12]2)[cH:6][cH:7]1. Starting materials: C([O-])([O-])=O.[K+].[K+] (potassium carbonate), ClCC(=O)N1CCC(CC1)N1N=C(C(C1=O)(C)C)C1=CC(=C(C=C1)OC)OC (2-[1-(chloroacetyl)piperidin-4-yl]-5-(3,4-dimethoxyphenyl)-4,4-dimethyl-2,4-dihydro-3H-pyrazol-3-one), C([O-])([O-])=O.[K+].[K+] (potassium carbonate), ClCC(=O)N1CCC(CC1)N1N=C(C(C1=O)(C)C)C1=CC(=C(C=C1)OC)OC (2-[1-(chloroacetyl)piperidin-4-yl]-5-(3,4-dimethoxyphenyl)-4,4-dimethyl-2,4-dihydro-3H-pyrazol-3-one), C1(CCC(N1)=O)=O (succinimide), O (water). Solvent: CC(C)O (2-propanol). Reaction conditions: temperature 50 celsius, time 30 minute. Product: COC=1C=C(C=CC1OC)C1=NN(C(C1(C)C)=O)C1CCN(CC1)C(CN1C(CCC1=O)=O)=O (1-(2-{4-[3-(3,4-dimethoxyphenyl)-4,4-dimethyl-5-oxo-4,5-dihydro-1H-pyrazol-1-yl]piperidin-1-yl}-2-oxoethyl)pyrrolidine-2,5-dione). As a reaction SMILES: Cl[CH2:2][C:3]([N:5]1[CH2:10][CH2:9][CH:8]([N:11]2[C:15](=[O:16])[C:14]([CH3:18])([CH3:17])[C:13]([C:19]3[CH:24]=[CH:23][C:22]([O:25][CH3:26])=[C:21]([O:27][CH3:28])[CH:20]=3)=[N:12]2)[CH2:7][CH2:6]1)=[O:4].[C:29]1(=[O:35])[NH:33][C:32](=[O:34])[CH2:31][CH2:30]1.C(=O)([O-])[O-].[K+].[K+].O>CC(O)C>[CH3:28][O:27][C:21]1[CH:20]=[C:19]([C:13]2[C:14]([CH3:17])([CH3:18])[C:15](=[O:16])[N:11]([CH:8]3[CH2:9][CH2:10][N:5]([C:3](=[O:4])[CH2:2][N:33]4[C:29](=[O:35])[CH2:30][CH2:31][C:32]4=[O:34])[CH2:6][CH2:7]3)[N:12]=2)[CH:24]=[CH:23][C:22]=1[O:25][CH3:26] |f:2.3.4|. Procedure: 7.4 g 2-[1-(chloroacetyl)piperidin-4-yl]-5-(3,4-dimethoxyphenyl)-4,4-dimethyl-2,4-dihydro-3H-pyrazol-3-one (compound A1) and 3.6 g succinimide are suspended in 50 ml of 2-propanol and heated to 50° C. 5.1 g potassium carbonate are added in portions during 1 h. After adding potassium carbonate the reaction mixture is stirred for 30 min at 50° C., then 3-4 h at 75° C. until the reaction is complete. After stirring for 3-4 h at 75° C., the heating is turned off and the mixture is allowed to cool do...